Dataset: the Open Reaction Database (ORD), a public repository of structured organic reaction records. Task: describe an organic reaction: reactants, conditions, products, and yield Reactants: ClC=1C2=C(N(C(C(N1)CC1=C(C=CC=C1)Cl)=O)CC1=CC=C(C=C1)OC)C=CC(=C2)Cl (5,7-Dichloro-3-(2-chlorobenzyl)-1-(4-methoxybenzyl)-1H-benzo[e][1,4]diazepin-2(3H)-one), CN1C(NC2=C1C=C(C=C2)B2OC(C(O2)(C)C)(C)C)=O (1-methyl-6-(4,4,5,5-tetramethyl-1,3,2-dioxaborolan-2-yl)-1H-benzo[d]imidazol-2(3H)-one), O (water), [Li+].[Cl-] (LiCl), CsOH, [tetrakis(triphenylphosphine)]palladium(0). Solvent: O1CCOCC1 (1,4-dioxane), C(C)(=O)OCC (ethyl acetate). Reaction conditions: temperature 100 celsius. The product is ClC1=CC2=C(N(C(C(N=C2C2=CC3=C(NC(N3C)=O)C=C2)CC2=C(C=CC=C2)Cl)=O)CC2=CC=C(C=C2)OC)C=C1 (7-chloro-3-(2-chlorobenzyl)-1-(4-methoxybenzyl)-5-(3-methyl-2-oxo-2,3-dihydro-1H-benzo[d]imidazol-5-yl)-1H-benzo[e][1,4]diazepin-2(3H)-one). The yield is 77.4%. RXN SMILES: Cl[C:2]1[C:3]2[CH:30]=[C:29]([Cl:31])[CH:28]=[CH:27][C:4]=2[N:5]([CH2:18][C:19]2[CH:24]=[CH:23][C:22]([O:25][CH3:26])=[CH:21][CH:20]=2)[C:6](=[O:17])[CH:7]([CH2:9][C:10]2[CH:15]=[CH:14][CH:13]=[CH:12][C:11]=2[Cl:16])[N:8]=1.[CH3:32][N:33]1[C:37]2[CH:38]=[C:39](B3OC(C)(C)C(C)(C)O3)[CH:40]=[CH:41][C:36]=2[NH:35][C:34]1=[O:51].[Li+].[Cl-].O>O1CCOCC1.C(OCC)(=O)C>[Cl:31][C:29]1[CH:28]=[CH:27][C:4]2[N:5]([CH2:18][C:19]3[CH:20]=[CH:21][C:22]([O:25][CH3:26])=[CH:23][CH:24]=3)[C:6](=[O:17])[CH:7]([CH2:9][C:10]3[CH:15]=[CH:14][CH:13]=[CH:12][C:11]=3[Cl:16])[N:8]=[C:2]([C:39]3[CH:40]=[CH:41][C:36]4[NH:35][C:34](=[O:51])[N:33]([CH3:32])[C:37]=4[CH:38]=3)[C:3]=2[CH:30]=1 |f:2.3|. Procedure: 5,7-Dichloro-3-(2-chlorobenzyl)-1-(4-methoxybenzyl)-1H-benzo[e][1,4]diazepin-2(3H)-one (0.416 g, 0.878 mmol) and 1-methyl-6-(4,4,5,5-tetramethyl-1,3,2-dioxaborolan-2-yl)-1H-benzo[d]imidazol-2(3H)-one (0.241 g, 0.878 mmol) were dissolved in 1,4-dioxane (5 mL) and LiCl (0.112 g, 2.63 mmol), and then CsOH (0.442 g, 2.63 mmol) was added followed by water (0.5 mL). The mixture was purged with nitrogen, then [tetrakis(triphenylphosphine)]palladium(0) (0.1 g, 0.088 mmol) was added and the flask was low... Starting materials: FC1=C(N)C(=CC=C1)F (2,6-difluoroaniline), COC1=C(C(=O)N=C=O)C(=CC=C1)OC (2,6-dimethoxybenzoylisocyanate). The solvent is C(Cl)Cl (methylene chloride), C(Cl)Cl (methylene chloride). Run at temperature 25 celsius, time 3 hour. The product is COC1=C(C(=O)NC(=O)NC2=C(C=CC=C2F)F)C(=CC=C1)OC (1-(2,6-Dimethoxybenzoyl)-3-(2,6-difluorophenyl)urea). As a reaction SMILES: [F:1][C:2]1[CH:8]=[CH:7][CH:6]=[C:5]([F:9])[C:3]=1[NH2:4].[CH3:10][O:11][C:12]1[CH:22]=[CH:21][CH:20]=[C:19]([O:23][CH3:24])[C:13]=1[C:14]([N:16]=[C:17]=[O:18])=[O:15]>C(Cl)Cl>[CH3:24][O:23][C:19]1[CH:20]=[CH:21][CH:22]=[C:12]([O:11][CH3:10])[C:13]=1[C:14]([NH:16][C:17]([NH:4][C:3]1[C:2]([F:1])=[CH:8][CH:7]=[CH:6][C:5]=1[F:9])=[O:18])=[O:15]. Procedure: A 60 g. portion of 2,6-difluoroaniline was dissolved in 1500 ml. methylene chloride and cooled to 10° C. Under a nitrogen atmosphere, 90 g. of 2,6-dimethoxybenzoylisocyanate in 200 ml. methylene chloride was added dropwise. The mixture was allowed to stir at 25° C. for three hours. The solid was collected and washed with water. The filtrate was evaporated to dryness, and 150 ml. diethyl ether and 150 ml. ethanol were added. The solid was again collected. Yield 89.0 g. (60%). Reactants: C=Cc1ccc(C)nc1, CN1CCCC1=O, [K+], [OH-], Cc1ccc2[nH]c3c(c2c1)C(=O)N(C)CC3O. The product is Cc1ccc2c(c1)c1c(n2CCc2ccc(C)nc2)C(O)CN(C)C1=O. Reaction SMILES: [CH3:18][c:19]1[n:20][cH:21][c:22]([CH:25]=[CH2:26])[cH:23][cH:24]1.[CH3:29][N:30]1[CH2:31][CH2:32][CH2:33][C:34]1=[O:35].[K+:28].[OH-:27].[OH:1][CH:2]1[CH2:3][N:4]([CH3:17])[C:5](=[O:16])[c:6]2[c:7]1[nH:8][c:9]1[cH:10][cH:11][c:12]([CH3:15])[cH:13][c:14]21>>[OH:1][CH:2]1[CH2:3][N:4]([CH3:17])[C:5](=[O:16])[c:6]2[c:7]1[n:8]([CH2:26][CH2:25][c:22]1[cH:21][n:20][c:19]([CH3:18])[cH:24][cH:23]1)[c:9]1[cH:10][cH:11][c:12]([CH3:15])[cH:13][c:14]21.